Dataset: the Open Reaction Database (ORD), a public repository of structured organic reaction records. Task: describe an organic reaction: reactants, conditions, products, and yield Reactants: O.[OH-].[Li+] (lithium hydroxide monohydrate), COC(C(CC1=C(C=CC=C1Cl)Cl)N1C(C=C(C1)OC1=C(C=CC=C1F)F)=O)=O (3-(2,6-dichloro-phenyl)-2-[4-(2,6-difluoro-phenoxy)-2-oxo-2,5-dihydro-pyrrol-1-yl]-propionic acid methyl ester), O1CCCC1 (tetrahydrofuran). The solvent is O (water). Reaction conditions: temperature 25 celsius, time 1 hour. Product: ClC1=C(C(=CC=C1)Cl)CC(C(=O)O)N1C(C=C(C1)OC1=C(C=CC=C1F)F)=O (3-(2,6-dichloro-phenyl)-2-[4-(2,6-difluoro-phenoxy)-2-oxo-2,5-dihydro-pyrrol-1-yl]-propionic acid). The yield is 71.9%. RXN SMILES: C[O:2][C:3](=[O:29])[CH:4]([N:14]1[CH2:18][C:17]([O:19][C:20]2[C:25]([F:26])=[CH:24][CH:23]=[CH:22][C:21]=2[F:27])=[CH:16][C:15]1=[O:28])[CH2:5][C:6]1[C:11]([Cl:12])=[CH:10][CH:9]=[CH:8][C:7]=1[Cl:13].O1CCCC1.O.[OH-].[Li+]>O>[Cl:13][C:7]1[CH:8]=[CH:9][CH:10]=[C:11]([Cl:12])[C:6]=1[CH2:5][CH:4]([N:14]1[CH2:18][C:17]([O:19][C:20]2[C:21]([F:27])=[CH:22][CH:23]=[CH:24][C:25]=2[F:26])=[CH:16][C:15]1=[O:28])[C:3]([OH:29])=[O:2] |f:2.3.4|. Procedure: A mixture of 3-(2,6-dichloro-phenyl)-2-[4-(2,6-difluoro-phenoxy)-2-oxo-2,5-dihydro-pyrrol-1-yl]-propionic acid methyl ester (56 mg, 0.13 mmol) in a 1:1 solution of tetrahydrofuran:water (4 mL) was treated with lithium hydroxide monohydrate (11 mg, 0.26 mmol). The mixture was then stirred for 1 h at 25° C. After such time, the mixture was concentrated in vacuo to remove the tetrahydrofuran and then diluted with 1N aqueous hydrochloric acid until the pH was acidic and then extracted with ethyl ace... The reactants are Brc1nnc(-c2ccc(-c3ccccc3)nc2)n1-c1cccc2nonc12, CNCCOC, ClC(Cl)Cl, O. The product is COCCN(C)c1nnc(-c2ccc(-c3ccccc3)nc2)n1-c1cccc2nonc12. As a reaction SMILES: [Br:8][c:9]1[n:10][n:11][c:12](-[c:23]2[cH:24][n:25][c:26](-[c:29]3[cH:30][cH:31][cH:32][cH:33][cH:34]3)[cH:27][cH:28]2)[n:13]1-[c:14]1[cH:15][cH:16][cH:17][c:18]2[n:19][o:20][n:21][c:22]12.[CH3:1][O:2][CH2:3][CH2:4][NH:5][CH3:6].[CH:35]([Cl:36])([Cl:37])[Cl:38].[OH2:7]>>[CH3:1][O:2][CH2:3][CH2:4][N:5]([CH3:6])[c:9]1[n:10][n:11][c:12](-[c:23]2[cH:24][n:25][c:26](-[c:29]3[cH:30][cH:31][cH:32][cH:33][cH:34]3)[cH:27][cH:28]2)[n:13]1-[c:14]1[cH:15][cH:16][cH:17][c:18]2[n:19][o:20][n:21][c:22]12. Starting materials: C(=O)C1=CC=C(C=CC(=O)O)C=C1 (4-formylcinnamic acid), C(OC)(OC)OC (trimethyl orthoformate). Solvent: CO (methanol), CO (methanol). Product: C(=O)(O)C1=CC=C(C=CC(=O)O)C=C1 (4-carboxycinnamic acid). As a reaction SMILES: [CH:1]([C:3]1[CH:13]=[CH:12][C:6]([CH:7]=[CH:8][C:9]([OH:11])=[O:10])=[CH:5][CH:4]=1)=[O:2].C(OC)(OC)[O:15]C>CO>[C:1]([C:3]1[CH:13]=[CH:12][C:6]([CH:7]=[CH:8][C:9]([OH:11])=[O:10])=[CH:5][CH:4]=1)([OH:15])=[O:2]. Procedure: A solution of 37.0 g of 4-formylcinnamic acid in 22 ml of trimethyl orthoformate and 600 ml of methanol was heated under reflux for 17 hrs. with stirring. At the end of this time, 100 ml of methanol was added and the reaction mixture was heated under reflux for an additional 5 hrs. and then allowed to cool to room temperature. The precipitate was collected, washed with methanol and dried at 75°-80° overnight to give 7.36 g of 4-carboxycinnamic acid. Starting materials: Cl, Cl, CCOC(=O)C(C)(C)Oc1cc(OCCCCCOc2ccc(C=NN)cc2)ccc1C(=O)N(C(C)C)C(C)C. Yields the product CC(C)N(C(=O)c1ccc(OCCCCCOc2ccc(C=NN)cc2)cc1OC(C)(C)C(=O)O)C(C)C. Reaction SMILES: [ClH:1].[ClH:42].[NH2:2][N:3]=[CH:4][c:5]1[cH:6][cH:7][c:8]([O:9][CH2:10][CH2:11][CH2:12][CH2:13][CH2:14][O:15][c:16]2[cH:17][cH:18][c:19]([C:31]([N:32]([CH:33]([CH3:34])[CH3:35])[CH:36]([CH3:37])[CH3:38])=[O:39])[c:20]([O:21][C:22]([C:23](=[O:24])[O:25][CH2:26][CH3:27])([CH3:28])[CH3:29])[cH:30]2)[cH:40][cH:41]1>>[NH2:2][N:3]=[CH:4][c:5]1[cH:6][cH:7][c:8]([O:9][CH2:10][CH2:11][CH2:12][CH2:13][CH2:14][O:15][c:16]2[cH:17][cH:18][c:19]([C:31]([N:32]([CH:33]([CH3:34])[CH3:35])[CH:36]([CH3:37])[CH3:38])=[O:39])[c:20]([O:21][C:22]([C:23](=[O:24])[OH:25])([CH3:28])[CH3:29])[cH:30]2)[cH:40][cH:41]1. Reactants: C(C1=CC=CC=C1)OC1=C(N=C2N(CC3CCC2(CC3)NC(C(=O)N(C)C)=O)C1=O)C(NCC(CC1=CC=C(C=C1)F)=O)=O (N′-(3-(benzyloxy)-2-((3-(4-fluorophenyl)-2-oxopropyl)carbamoyl)-4-oxo-6,7,8,9-tetrahydro-7,10-ethanopyrimido[1,2-a]azepin-10(4H)-yl)-N,N-dimethylethanediamide), Intermediate 16, CC[N+](CC)(CC)S(=O)(=O)N=C([O-])OC (Burgess Reagent). Solvent: C1CCOC1 (THF). Product: C(C1=CC=CC=C1)OC1=C(N=C2N(CC3CCC2(CC3)NC(C(=O)N(C)C)=O)C1=O)C=1OC(=CN1)CC1=CC=C(C=C1)F (N′-(3-(Benzyloxy)-2-(5-(4-fluorobenzyl)-1,3-oxazol-2-yl)-4-oxo-6,7,8,9-tetrahydro-7,10-ethanopyrimido[1,2-a]azepin-10(4H)-yl)-N,N-dimethylethanediamide). The yield is 53.6%. Reaction SMILES: [CH2:1]([O:8][C:9]1[C:29](=[O:30])[N:13]2[CH2:14][CH:15]3[CH2:20][CH2:19][C:18]([NH:21][C:22](=[O:28])[C:23]([N:25]([CH3:27])[CH3:26])=[O:24])([C:12]2=[N:11][C:10]=1[C:31](=[O:44])[NH:32][CH2:33][C:34](=O)[CH2:35][C:36]1[CH:41]=[CH:40][C:39]([F:42])=[CH:38][CH:37]=1)[CH2:17][CH2:16]3)[C:2]1[CH:7]=[CH:6][CH:5]=[CH:4][CH:3]=1.CC[N+](S(N=C(OC)[O-])(=O)=O)(CC)CC>C1COCC1>[CH2:1]([O:8][C:9]1[C:29](=[O:30])[N:13]2[CH2:14][CH:15]3[CH2:20][CH2:19][C:18]([NH:21][C:22](=[O:28])[C:23]([N:25]([CH3:26])[CH3:27])=[O:24])([C:12]2=[N:11][C:10]=1[C:31]1[O:44][C:34]([CH2:35][C:36]2[CH:37]=[CH:38][C:39]([F:42])=[CH:40][CH:41]=2)=[CH:33][N:32]=1)[CH2:17][CH2:16]3)[C:2]1[CH:7]=[CH:6][CH:5]=[CH:4][CH:3]=1. Reported procedure: To a mixture of N′-(3-(benzyloxy)-2-((3-(4-fluorophenyl)-2-oxopropyl)carbamoyl)-4-oxo-6,7,8,9-tetrahydro-7,10-ethanopyrimido[1,2-a]azepin-10(4H)-yl)-N,N-dimethylethanediamide, Intermediate 16 (125 mg, 0.207 mmol) in THF (8 mL) was added Burgess Reagent (345 mg, 1.450 mmol) and the mixture heated to reflux for 5 h. The mixture was then cooled, concentrated and purified by preparative HPLC to afford the title compound (65 mg, 0.111 mmol, 53.6% yield) as a white solid. 1H NMR (500 MHz, CDCl3) δ ppm... Starting materials: OC1CC(C(C1)NC(OC(C)(C)C)=O)NC(C1=C(C=CC=C1)N1N=CC=N1)=O (tert-butyl N-{4-hydroxy-2-[2-(2H-1,2,3-triazol-2-yl)benzamido]cyclopentyl}carbamate), CC(=O)OI1(C=2C=CC=CC2C(=O)O1)(OC(=O)C)OC(=O)C (Dess-Martin periodinane). The solvent is C(Cl)Cl (DCM). Product: O=C1CC(C(C1)NC(OC(C)(C)C)=O)NC(C1=C(C=CC=C1)N1N=CC=N1)=O (tert-Butyl N-{4-oxo-2-[2-(2H-1,2,3-triazol-2-yl)benzamido]cyclopentyl}carbamate). As a reaction SMILES: [OH:1][CH:2]1[CH2:6][CH:5]([NH:7][C:8](=[O:14])[O:9][C:10]([CH3:13])([CH3:12])[CH3:11])[CH:4]([NH:15][C:16](=[O:28])[C:17]2[CH:22]=[CH:21][CH:20]=[CH:19][C:18]=2[N:23]2[N:27]=[CH:26][CH:25]=[N:24]2)[CH2:3]1.CC(OI1(OC(C)=O)(OC(C)=O)OC(=O)C2C=CC=CC1=2)=O>C(Cl)Cl>[O:1]=[C:2]1[CH2:6][CH:5]([NH:7][C:8](=[O:14])[O:9][C:10]([CH3:12])([CH3:13])[CH3:11])[CH:4]([NH:15][C:16](=[O:28])[C:17]2[CH:22]=[CH:21][CH:20]=[CH:19][C:18]=2[N:23]2[N:27]=[CH:26][CH:25]=[N:24]2)[CH2:3]1. Reported procedure: To a solution of tert-butyl N-{4-hydroxy-2-[2-(2H-1,2,3-triazol-2-yl)benzamido]cyclopentyl}carbamate (910 mg, 2.35 mmol) in dry DCM (12 ml) at 0° C. under an atmosphere of nitrogen was added Dess-Martin periodinane (3.4 g, 7.99 mmol). The reaction was warmed to room temperature for 2 hours then concentrated in vacuo. The crude material was purified by column chromatography (silica, 0-100% ethyl acetate/petrol) to afford the title compound. The reactants are CC1=C(C(=CC=C1)C)C1=CC(=CC=C1)S(=O)(=O)NC1=C(SC=C1)C(=O)OC (Methyl 3-(2′,6′-dimethylbiphenyl-3-ylsulfonamido)thiophene-2-carboxylate), [OH-].[Na+] (sodium hydroxide). The solvent is O1CCCC1 (tetrahydrofuran). Yields the product CC1=C(C(=CC=C1)C)C1=CC(=CC=C1)S(=O)(=O)NC1=C(SC=C1)C(=O)O (3-(2′,6′-Dimethylbiphenyl-3-ylsulfonamido)thiophene-2-carboxylic acid). Yield: 36.6%. As a reaction SMILES: [CH3:1][C:2]1[CH:7]=[CH:6][CH:5]=[C:4]([CH3:8])[C:3]=1[C:9]1[CH:14]=[CH:13][CH:12]=[C:11]([S:15]([NH:18][C:19]2[CH:23]=[CH:22][S:21][C:20]=2[C:24]([O:26]C)=[O:25])(=[O:17])=[O:16])[CH:10]=1.[OH-].[Na+]>O1CCCC1>[CH3:1][C:2]1[CH:7]=[CH:6][CH:5]=[C:4]([CH3:8])[C:3]=1[C:9]1[CH:14]=[CH:13][CH:12]=[C:11]([S:15]([NH:18][C:19]2[CH:23]=[CH:22][S:21][C:20]=2[C:24]([OH:26])=[O:25])(=[O:17])=[O:16])[CH:10]=1 |f:1.2|. Procedure: A solution of 154 (172 mg; 0.43 mmol) in tetrahydrofuran (2.1 mL) was placed in a 2.5-5.0 mL microwave reactor tube. Aqueous sodium hydroxide (2.1 mL; 2N) was added and the reaction vessel was subjected to the following microwave conditions: Temperature=140° C.; Time=30 minutes; Power=250 W; Cooling on; Absorption=High. After cooling to room temperature, the reaction mixture was acidified with aqueous hydrochloric acid (25 mL; 6N) and extracted with ethyl acetate (40 mL×2). The organic layers we... Starting materials: O=C([O-])[O-], O=C([O-])[O-], CC(C)=O, ClCc1ccc2ccccc2n1, Cl, [Cs+], [Cs+], O=S(=O)(NCCc1cccc(O)c1)C(F)(F)F, [K+], [K+], O. Yields the product O=S(=O)(NCCc1cccc(OCc2ccc3ccccc3n2)c1)C(F)(F)F. RXN SMILES: [C:30](=[O:31])([O-:32])[O-:33].[C:36](=[O:37])([O-:38])[O-:39].[CH3:43][C:44](=[O:45])[CH3:46].[Cl:18][CH2:19][c:20]1[n:21][c:22]2[cH:23][cH:24][cH:25][cH:26][c:27]2[cH:28][cH:29]1.[ClH:42].[Cs+:34].[Cs+:35].[F:1][C:2]([S:3](=[O:4])(=[O:5])[NH:6][CH2:7][CH2:8][c:9]1[cH:10][c:11]([OH:15])[cH:12][cH:13][cH:14]1)([F:16])[F:17].[K+:40].[K+:41].[OH2:47]>>[F:1][C:2]([S:3](=[O:4])(=[O:5])[NH:6][CH2:7][CH2:8][c:9]1[cH:10][c:11]([O:15][CH2:19][c:20]2[n:21][c:22]3[cH:23][cH:24][cH:25][cH:26][c:27]3[cH:28][cH:29]2)[cH:12][cH:13][cH:14]1)([F:16])[F:17].